This data is from the Open Reaction Database (ORD), a public repository of structured organic reaction records. The task is: describe an organic reaction: reactants, conditions, products, and yield Reactants: OC=1C=C(C=O)C=CC1OCCN1CCCC1 (3-hydroxy-4-(2-pyrrolidin-1-yl-ethoxy)-benzaldehyde), N1=CC=CC=C1 (pyridine), Cl.O(C)N (methoxylamine hydrogen chloride). The solvent is O (water). Reaction conditions: time 24 hour. Product: CON=CC1=CC(=C(C=C1)OCCN1CCCC1)O (3-Hydroxy-4-(2-pyrrolidin-1-yl-ethoxy)-benzaldehyde O-methyl-oxime). Isolated yield 59.1%. Reaction SMILES: [OH:1][C:2]1[CH:3]=[C:4]([CH:7]=[CH:8][C:9]=1[O:10][CH2:11][CH2:12][N:13]1[CH2:17][CH2:16][CH2:15][CH2:14]1)[CH:5]=O.N1C=CC=CC=1.Cl.[O:25]([NH2:27])[CH3:26]>O>[CH3:26][O:25][N:27]=[CH:5][C:4]1[CH:7]=[CH:8][C:9]([O:10][CH2:11][CH2:12][N:13]2[CH2:17][CH2:16][CH2:15][CH2:14]2)=[C:2]([OH:1])[CH:3]=1 |f:2.3|. Procedure: An amount of 3-hydroxy-4-(2-pyrrolidin-1-yl-ethoxy)-benzaldehyde (150 mg, 0.64 mmol) is added pyridine (3.5 ml) at room temperature, followed by addition of methoxylamine hydrogen chloride (58.2 mg, 0.70 mmol). The mixture is stirred at ambient temperature for 24 h, and 4 mL of water is added. After the solvents were evaporated, the residue is dissolved 8 mL of anhydrous ether, washed successively with 2 mL of aqueous sodium bicarbonate, 2 mL of sodium bisulfite, and 2 mL of brine. Dried over ma... Starting materials: ClC1=C(C=CC=2N(N=NC21)CC2CC2)C2=CC=C(CNC(=O)NCC(=O)OCC)C=C2 (Ethyl N-({4-[4-chloro-1-(cyclopropylmethyl)-1H-benzotriazol-5-yl]benzyl}carbamoyl)glycinate), C([O-])(O)=O.[Na+] (sodium bicarbonate). The solvent is Cl (hydrochloric acid). Reaction conditions: time 1.5 hour. Yields the product ClC1=C(C=CC=2N(N=NC21)CC2CC2)C2=CC=C(CN1C(NCC1=O)=O)C=C2 (3-{4-[4-Chloro-1-(cyclopropylmethyl)-1H-benzotriazol-5-yl]benzyl}imidazolidine-2,4-dione). RXN SMILES: [Cl:1][C:2]1[C:10]2[N:9]=[N:8][N:7]([CH2:11][CH:12]3[CH2:14][CH2:13]3)[C:6]=2[CH:5]=[CH:4][C:3]=1[C:15]1[CH:31]=[CH:30][C:18]([CH2:19][NH:20][C:21]([NH:23][CH2:24][C:25]([O:27]CC)=O)=[O:22])=[CH:17][CH:16]=1.C(=O)(O)[O-].[Na+]>Cl>[Cl:1][C:2]1[C:10]2[N:9]=[N:8][N:7]([CH2:11][CH:12]3[CH2:14][CH2:13]3)[C:6]=2[CH:5]=[CH:4][C:3]=1[C:15]1[CH:16]=[CH:17][C:18]([CH2:19][N:20]2[C:25](=[O:27])[CH2:24][NH:23][C:21]2=[O:22])=[CH:30][CH:31]=1 |f:1.2|. Procedure: Ethyl N-({4-[4-chloro-1-(cyclopropylmethyl)-1H-benzotriazol-5-yl]benzyl}carbamoyl)glycinate (Example 83, 30 mg, 0.068 mmol) was dissolved in hydrochloric acid (1.4 mL, 1 N aqueous) and placed into an oil-bath preheated at 100° C. for 1.5 hours. The mixture was cooled to ambient temperature, treated with sodium bicarbonate (aqueous saturated) and extracted with ethyl acetate (3×30 mL). The combined organic extracts were dried with sodium sulfate, filtered and concentrated in vacuo. The residue wa...